Task: describe an organic reaction: reactants, conditions, products, and yield. Dataset: the Open Reaction Database (ORD), a public repository of structured organic reaction records The reactants are C(C)(C)(C)OC(=O)N[C@@H](CC1=CC=CC=C1)C(=O)O (t-butoxycarbonyl-L-phenylalanine), O.Cl.N[C@H](CCSC)C(=O)NCC(=O)N[C@@H](CC1=CC=CC=C1)C(=O)NC1C2CC3CC(CC1C3)C2 (D-methionylglycyl-N-(2-adamantyl)-L-phenylalaninamide hydrochloride hydrate), 5A. The solvent is ClCCl (dichloromethane). The product is C(C)(C)(C)OC(=O)N[C@@H](CC1=CC=CC=C1)C(=O)N[C@H](CCSC)C(=O)NCC(=O)N[C@@H](CC1=CC=CC=C1)C(=O)NC1C2CC3CC(CC1C3)C2 (t-butoxycarbonyl-L-phenylalanyl-D-methionylglycyl-N-(2-adamantyl)-L-phenylalaninamide). Reaction SMILES: [C:1]([O:5][C:6]([NH:8][C@H:9]([C:17]([OH:19])=O)[CH2:10][C:11]1[CH:16]=[CH:15][CH:14]=[CH:13][CH:12]=1)=[O:7])([CH3:4])([CH3:3])[CH3:2].O.Cl.[NH2:22][C@@H:23]([C:28]([NH:30][CH2:31][C:32]([NH:34][C@H:35]([C:43]([NH:45][CH:46]1[CH:53]2[CH2:54][CH:49]3[CH2:50][CH:51]([CH2:55][CH:47]1[CH2:48]3)[CH2:52]2)=[O:44])[CH2:36][C:37]1[CH:42]=[CH:41][CH:40]=[CH:39][CH:38]=1)=[O:33])=[O:29])[CH2:24][CH2:25][S:26][CH3:27]>ClCCl>[C:1]([O:5][C:6]([NH:8][C@H:9]([C:17]([NH:22][C@@H:23]([C:28]([NH:30][CH2:31][C:32]([NH:34][C@H:35]([C:43]([NH:45][CH:46]1[CH:53]2[CH2:54][CH:49]3[CH2:50][CH:51]([CH2:55][CH:47]1[CH2:48]3)[CH2:52]2)=[O:44])[CH2:36][C:37]1[CH:42]=[CH:41][CH:40]=[CH:39][CH:38]=1)=[O:33])=[O:29])[CH2:24][CH2:25][S:26][CH3:27])=[O:19])[CH2:10][C:11]1[CH:12]=[CH:13][CH:14]=[CH:15][CH:16]=1)=[O:7])([CH3:2])([CH3:3])[CH3:4] |f:1.2.3|. Procedure: The title compound was prepared by the general method of Example 1 using t-butoxycarbonyl-L-phenylalanine (2.3 g, 8.6 mmole) and the title product of Example 6 (4.5 g, 8.6 mmole) in 50 ml of dichloromethane stirred with 5A molecular sieves. The crude product was purified by column chromatography on silica gel, giving 4.7 g of analytically pure title compound. Starting materials: ClC1=C(C(=O)OC(C)(C)C)C=CC(=C1)[N+](=O)[O-] (tert-butyl 2-chloro-4-nitro-benzoate), C(C)(=O)OCC (ethyl acetate). The reagents and catalysts are [Pt] (platinum on activated charcoal). Solvent: C(C)O (ethanol). The product is NC1=CC(=C(C(=O)OC(C)(C)C)C=C1)Cl (tert-butyl 4-amino-2-chlorobenzoate). Isolated yield 96.3%. Reaction SMILES: [Cl:1][C:2]1[CH:14]=[C:13]([N+:15]([O-])=O)[CH:12]=[CH:11][C:3]=1[C:4]([O:6][C:7]([CH3:10])([CH3:9])[CH3:8])=[O:5].C(OCC)(=O)C>C(O)C.[Pt]>[NH2:15][C:13]1[CH:12]=[CH:11][C:3]([C:4]([O:6][C:7]([CH3:9])([CH3:10])[CH3:8])=[O:5])=[C:2]([Cl:1])[CH:14]=1. Reported procedure: To a solution of tert-butyl 2-chloro-4-nitro-benzoate (2.05 g, 7.98 mmol) in ethanol 12 mL) and ethyl acetate (108 mL) was added platinum on activated charcoal (5%, 295 mg), and the mixture was stirred under at room temperature under a hydrogen atmosphere (1 bar). After filtration through a pad of diatomaceous earth, the filtrate was evaporated to afford tert-butyl 4-amino-2-chlorobenzoate (1.75 g, 96%). Orange solid, MS (EI)=227.2 (M+).